Dataset: the Open Reaction Database (ORD), a public repository of structured organic reaction records. Task: describe an organic reaction: reactants, conditions, products, and yield The reactants are CC(C)(C)[O-], CI, CN(C)C=O, COC(=O)c1ncn2c1CN=C(c1ccccc1F)c1cc(Cl)ccc1-2, [K+]. Product: COC(=O)c1ncn2c1C(C)N=C(c1ccccc1F)c1cc(Cl)ccc1-2. Reaction SMILES: [CH3:1][C:2]([CH3:3])([O-:4])[CH3:5].[CH3:33][I:34].[CH3:35][N:36]([CH3:37])[CH:38]=[O:39].[Cl:7][c:8]1[cH:9][cH:10][c:11]2[c:12]([cH:32]1)[C:13]([c:25]1[c:26]([F:31])[cH:27][cH:28][cH:29][cH:30]1)=[N:14][CH2:15][c:16]1[n:17]-2[cH:18][n:19][c:20]1[C:21](=[O:22])[O:23][CH3:24].[K+:6]>>[CH3:1][CH:15]1[N:14]=[C:13]([c:25]2[c:26]([F:31])[cH:27][cH:28][cH:29][cH:30]2)[c:12]2[c:11]([cH:10][cH:9][c:8]([Cl:7])[cH:32]2)-[n:17]2[c:16]1[c:20]([C:21](=[O:22])[O:23][CH3:24])[n:19][cH:18]2. The reactants are ClC1=CC=C2C=3C(C4=C(C(C3NC2=C1)(C)C)C=C(C(=C4)Br)OC[C@@H]4OC(OC4)(C)C)=O (3-Chloro-9-bromo-8-((S)-2,2-dimethyl-[1,3]dioxolan-4-ylmethoxy)-6,6-dimethyl-5,6-dihydro-benzo[b]carbazol-11-one), Cl (hydrochloric acid). The solvent is CO (methanol). Reaction conditions: temperature 50 celsius, time 2 hour. The product is BrC1=CC2=C(C(C=3NC4=CC(=CC=C4C3C2=O)Cl)(C)C)C=C1OC[C@@H](CO)O (9-Bromo-3-chloro-8-((R)-2,3-dihydroxy-propoxy)-6,6-dimethyl-5,6-dihydro-benzo[b]carbazol-11-one). The yield is 50.9%. As a reaction SMILES: [Cl:1][C:2]1[CH:14]=[C:13]2[C:5]([C:6]3[C:7](=[O:31])[C:8]4[CH:20]=[C:19]([Br:21])[C:18]([O:22][CH2:23][C@H:24]5[CH2:28][O:27]C(C)(C)[O:25]5)=[CH:17][C:9]=4[C:10]([CH3:16])([CH3:15])[C:11]=3[NH:12]2)=[CH:4][CH:3]=1.Cl>CO>[Br:21][C:19]1[C:18]([O:22][CH2:23][C@H:24]([OH:25])[CH2:28][OH:27])=[CH:17][C:9]2[C:10]([CH3:15])([CH3:16])[C:11]3[NH:12][C:13]4[C:5]([C:6]=3[C:7](=[O:31])[C:8]=2[CH:20]=1)=[CH:4][CH:3]=[C:2]([Cl:1])[CH:14]=4. Procedure: 3-Chloro-9-bromo-8-((S)-2,2-dimethyl-[1,3]dioxolan-4-ylmethoxy)-6,6-dimethyl-5,6-dihydro-benzo[b]carbazol-11-one (Compound S7-1, 56 mg, 0.11 mmol) was dissolved in methanol (5 mL), added with 1 N hydrochloric acid (0.2 ml), and stirred at 50° C. for 2 hr. After cooling, the reaction solution was concentrated under reduced pressure and the resulting residues were added with methanol to obtain a precipitated solid, which was then filtered to obtain the title compound (white powder, 26 mg). Reactants: CS(=O)(=O)C1=CC(=C(C=C1)F)Cl (3-Chloro-4-fluorophenyl methyl sulfone), ClC=1C=CC(=C(C1)O)OC (5-chloro-2-methoxy phenol). Reported procedure: The subtitle compound was prepared by the method of example 1 step (ii) using the product from example 7 step (ii) and 5-chloro-2-methoxy phenol. Yield 4.0 g Yields the product CS(=O)(=O)C1=CC(=C(C=C1)OC1=C(C=CC(=C1)Cl)OC)Cl (3-Chloro-4(5-chloro-2-methoxyphenoxy)phenyl methyl sulfone). Reaction SMILES: [CH3:1][S:2]([C:5]1[CH:10]=[CH:9][C:8](F)=[C:7]([Cl:12])[CH:6]=1)(=[O:4])=[O:3].[Cl:13][C:14]1[CH:15]=[CH:16][C:17]([O:21][CH3:22])=[C:18]([OH:20])[CH:19]=1>>[CH3:1][S:2]([C:5]1[CH:10]=[CH:9][C:8]([O:20][C:18]2[CH:19]=[C:14]([Cl:13])[CH:15]=[CH:16][C:17]=2[O:21][CH3:22])=[C:7]([Cl:12])[CH:6]=1)(=[O:4])=[O:3]. Reactants: CON=C1COC2=NC=CC=C21 (furo[2,3-b]pyridin-3(2H)-one O-methyl-oxime). The reagents and catalysts are [Ni] (Raney-Nickel). The solvent is N (NH3), CO (MeOH). Run at time 8 hour. Yields the product O1CC(C=2C1=NC=CC2)N (2,3-dihydrofuro[2,3-b]pyridin-3-amine). RXN SMILES: CO[N:3]=[C:4]1[C:12]2[C:7](=[N:8][CH:9]=[CH:10][CH:11]=2)[O:6][CH2:5]1>N.CO.[Ni]>[O:6]1[C:7]2=[N:8][CH:9]=[CH:10][CH:11]=[C:12]2[CH:4]([NH2:3])[CH2:5]1. Reported procedure: To a solution of furo[2,3-b]pyridin-3(2H)-one O-methyl-oxime (22.2 mmol) in 25 mL 7N NH3 in MeOH was added Actimet M Raney-Nickel (3 g) and the reaction mixture was stirred under a H2 atmosphere at 5 bar overnight. The mixture was then filtered over Celite, washed with 100 mL MeOH and concentrated in vacuo to give the title compound as brown solid; The reactants are Cn1nc(-c2ccccc2)c(O)c1-c1ccccc1, [H-], CCCI, [Na+], O. Product: CCCOc1c(-c2ccccc2)nn(C)c1-c1ccccc1. RXN SMILES: [CH3:3][n:4]1[n:5][c:6](-[c:16]2[cH:17][cH:18][cH:19][cH:20][cH:21]2)[c:7]([OH:15])[c:8]1-[c:9]1[cH:10][cH:11][cH:12][cH:13][cH:14]1.[H-:1].[I:22][CH2:23][CH2:24][CH3:25].[Na+:2].[OH2:26]>>[CH3:3][n:4]1[n:5][c:6](-[c:16]2[cH:17][cH:18][cH:19][cH:20][cH:21]2)[c:7]([O:15][CH2:23][CH2:24][CH3:25])[c:8]1-[c:9]1[cH:10][cH:11][cH:12][cH:13][cH:14]1. Product: COC(=O)C=1C=C(OC2=C(C(=O)OC)C=C(C=C2)[N+](=O)[O-])C=CC1 (methyl 2-(3-methoxycarbonylphenoxy)-5-nitrobenzoate). The solvent is CN(C=O)C (N,N-dimethylformamide). Reaction SMILES: [OH:1][C:2]1[CH:3]=[C:4]([CH:9]=[CH:10][CH:11]=1)[C:5]([O:7][CH3:8])=[O:6].Cl[C:13]1[CH:22]=[CH:21][C:20]([N+:23]([O-:25])=[O:24])=[CH:19][C:14]=1[C:15]([O:17][CH3:18])=[O:16].C(=O)([O-])[O-].[K+].[K+].O>CN(C)C=O>[CH3:8][O:7][C:5]([C:4]1[CH:3]=[C:2]([CH:11]=[CH:10][CH:9]=1)[O:1][C:13]1[CH:22]=[CH:21][C:20]([N+:23]([O-:25])=[O:24])=[CH:19][C:14]=1[C:15]([O:17][CH3:18])=[O:16])=[O:6] |f:2.3.4|. The reactants are O (Water), OC=1C=C(C(=O)OC)C=CC1 (methyl 3-hydroxybenzoate), ClC1=C(C(=O)OC)C=C(C=C1)[N+](=O)[O-] (methyl 2-chloro-5-nitrobenzoate), C([O-])([O-])=O.[K+].[K+] (potassium carbonate). Isolated yield 98.1%. Conditions: temperature 80 celsius, time 3 hour. Procedure details: To a solution of 35.3 g of methyl 3-hydroxybenzoate and 50.0 g of methyl 2-chloro-5-nitrobenzoate, dissolved in 400 ml of N,N-dimethylformamide, was added 48.1 g of anhydrous potassium carbonate. The mixture was stirred for 3 hours at 80° C. Water was added to the reaction mixture and the whole was extracted with ethyl acetate. The organic layer was washed with saturated brine, and was dried over anhydrous magnesium sulfate. The crude product obtained by removal of the solvent under reduced pres...